This data is from the Open Reaction Database (ORD), a public repository of structured organic reaction records. The task is: describe an organic reaction: reactants, conditions, products, and yield The reactants are CC1(C=NC(CC=CCCC=CC1)C(C)C)C (3,3-dimethyl-12-isopropyl-1-aza-1,5,9-cyclododecatriene), steel. Reagents/catalysts: [Rh].[O-2].[Al+3].[O-2].[O-2].[Al+3] (rhodium aluminium oxide). Solvent: C1CCCCC1 (cyclohexane). Yields the product CC1(C=NC(CCCCCCCC1)C(C)C)C (3,3-dimethyl-12-isopropyl-1-aza-cyclododecene). The yield is 89.5%. As a reaction SMILES: [CH3:1][C:2]1([CH3:17])[CH2:13][CH:12]=[CH:11][CH2:10][CH2:9][CH:8]=[CH:7][CH2:6][CH:5]([CH:14]([CH3:16])[CH3:15])[N:4]=[CH:3]1>C1CCCCC1.[Rh].[O-2].[Al+3].[O-2].[O-2].[Al+3]>[CH3:1][C:2]1([CH3:17])[CH2:13][CH2:12][CH2:11][CH2:10][CH2:9][CH2:8][CH2:7][CH2:6][CH:5]([CH:14]([CH3:15])[CH3:16])[N:4]=[CH:3]1 |f:2.3.4.5.6.7|. Procedure details: 466.8 g (2 mols) of 3,3-dimethyl-12-isopropyl-1-aza-1,5,9-cyclododecatriene is dissolved in 4 liters of cyclohexane, and the solution is hydrogenated at 20°-25° C. under an initial pressure of 100 bars, in the presence of 80 g of rhodium/aluminium oxide, for 4 hours in a steel autoclave. The solvent is then distilled off to obtain, as main fraction, 425 g (1.79 mols) of 3,3-dimethyl-12-isopropyl-1-aza-cyclododecene; b.p. 92°-94° C./4 Pa; nD20 =1.4706. Reactants: COc1cc(Cl)c([N+](=O)[O-])cc1F, Cl, O. The product is COc1cc(Cl)c(N)cc1F. As a reaction SMILES: [Cl:1][c:2]1[c:3]([N+:11]([O-:12])=[O:13])[cH:4][c:5]([F:10])[c:6]([O:8][CH3:9])[cH:7]1.[ClH:14].[OH2:15]>>[Cl:1][c:2]1[c:3]([NH2:11])[cH:4][c:5]([F:10])[c:6]([O:8][CH3:9])[cH:7]1.